From a dataset of the Open Reaction Database (ORD), a public repository of structured organic reaction records. describe an organic reaction: reactants, conditions, products, and yield The product is Cc1cc(CO)ncc1[N+](=O)[O-]. The reactants are [BH4-], Cc1cc(C)c([N+](=O)[O-])cn1, [Na+], C1COCCO1, O=[Se]. RXN SMILES: [BH4-:14].[CH3:1][c:2]1[n:3][cH:4][c:5]([N+:9](=[O:10])[O-:11])[c:6]([CH3:8])[cH:7]1.[Na+:15].[O:16]1[CH2:17][CH2:18][O:19][CH2:20][CH2:21]1.[Se:12]=[O:13]>>[CH2:1]([c:2]1[n:3][cH:4][c:5]([N+:9](=[O:10])[O-:11])[c:6]([CH3:8])[cH:7]1)[OH:13]. Reactants: CCOC(=O)Cc1ccc([N+](=O)[O-])c(OCC2CC2)c1, BrCC1CC1, [Cl-], [H-], [NH4+], [Na+], CN(C)C=O. Yields the product CCOC(=O)C(CC1CC1)c1ccc([N+](=O)[O-])c(OCC2CC2)c1. RXN SMILES: [CH:1]1([CH2:4][O:5][c:6]2[cH:7][c:8]([CH2:15][C:16](=[O:17])[O:18][CH2:19][CH3:20])[cH:9][cH:10][c:11]2[N+:12](=[O:13])[O-:14])[CH2:2][CH2:3]1.[CH:23]1([CH2:26][Br:27])[CH2:24][CH2:25]1.[Cl-:28].[H-:22].[NH4+:29].[Na+:21].[O:30]=[CH:31][N:32]([CH3:33])[CH3:34]>>[CH:1]1([CH2:4][O:5][c:6]2[cH:7][c:8]([CH:15]([C:16](=[O:17])[O:18][CH2:19][CH3:20])[CH2:26][CH:23]3[CH2:24][CH2:25]3)[cH:9][cH:10][c:11]2[N+:12](=[O:13])[O-:14])[CH2:2][CH2:3]1.